This data is from the Open Reaction Database (ORD), a public repository of structured organic reaction records. The task is: describe an organic reaction: reactants, conditions, products, and yield The reactants are C1CCOC1, CN(C)c1ccc(C(C#N)O[Si](C)(C)C)cc1, CCOC(C)=O, Cl, [Na+], O=C([O-])O, O. The product is CN(C)c1ccc(C(O)C#N)cc1. As a reaction SMILES: [CH2:24]1[O:25][CH2:26][CH2:27][CH2:28]1.[CH3:1][N:2]([c:3]1[cH:4][cH:5][c:6]([CH:9]([C:10]#[N:11])[O:12][Si:13]([CH3:14])([CH3:15])[CH3:16])[cH:7][cH:8]1)[CH3:17].[CH3:29][CH2:30][O:31][C:32]([CH3:33])=[O:34].[ClH:18].[Na+:23].[O-:19][C:20]([OH:21])=[O:22].[OH2:35]>>[CH3:1][N:2]([c:3]1[cH:4][cH:5][c:6]([CH:9]([C:10]#[N:11])[OH:12])[cH:7][cH:8]1)[CH3:17]. Reactants: C1(=CC=CC=C1)NC(NC=1SC=C(N1)C(C(=O)OCC)=O)=O (ethyl 2-(3-phenylureido)thiazol-4-ylglyoxylate), S1C(=S)NC(=O)C1 (rhodanine), [Cl-].[NH4+] (ammonium chloride), N (ammonia). The solvent is C(C)O (ethanol). Yields the product C(C)OC(=O)C(C=1N=C(SC1)NC(=O)NC1=CC=CC=C1)=C1C(N(C(S1)=S)CC(=O)O)=O (5-{1-Ethoxycarbonyl-1-[2-(3-phenylureido)thiazol-4-yl]methylene}rhodanine acetic acid). Reaction SMILES: [C:1]1([NH:7][C:8](=[O:22])[NH:9][C:10]2[S:11][CH:12]=[C:13]([C:15](=O)[C:16]([O:18][CH2:19][CH3:20])=[O:17])[N:14]=2)[CH:6]=[CH:5][CH:4]=[CH:3][CH:2]=1.[S:23]1[CH2:29][C:27](=[O:28])[NH:26][C:24]1=[S:25].[Cl-].[NH4+].N>C(O)C>[CH2:19]([O:18][C:16]([C:15](=[C:29]1[S:23][C:24](=[S:25])[N:26]([CH2:15][C:16]([OH:18])=[O:17])[C:27]1=[O:28])[C:13]1[N:14]=[C:10]([NH:9][C:8]([NH:7][C:1]2[CH:6]=[CH:5][CH:4]=[CH:3][CH:2]=2)=[O:22])[S:11][CH:12]=1)=[O:17])[CH3:20] |f:2.3|. Reported procedure: Following a procedure similar to that described in Example 1, the desired compound was prepared from 3 g of ethyl 2-(3-phenylureido)thiazol-4-ylglyoxylate, 1.25 g of rhodanine, 1 g of ammonium chloride 1 ml of 28% v/v aqueous ammonia and 10 ml of ethanol. The resulting product was a yellow powder having the following physical properties.